This data is from the Open Reaction Database (ORD), a public repository of structured organic reaction records. The task is: describe an organic reaction: reactants, conditions, products, and yield Reactants: S(=O)(Cl)Cl (Thionyl chloride), COC1=C(CO)C=CC=C1OC1=C(C=CC=C1)C (2-methoxy-3-(o-tolyloxy)benzyl alcohol). The reagents and catalysts are N1=CC=CC=C1 (pyridine). The solvent is C1=CC=CC=C1 (benzene). Product: COC1=C(C=CC=C1CCl)OC=1C(=CC=CC1)C (o-tolyl 2-methoxy-3-chloromethylphenyl ether). As a reaction SMILES: S(Cl)([Cl:3])=O.[CH3:5][O:6][C:7]1[C:14]([O:15][C:16]2[CH:21]=[CH:20][CH:19]=[CH:18][C:17]=2[CH3:22])=[CH:13][CH:12]=[CH:11][C:8]=1[CH2:9]O>N1C=CC=CC=1.C1C=CC=CC=1>[CH3:5][O:6][C:7]1[C:8]([CH2:9][Cl:3])=[CH:11][CH:12]=[CH:13][C:14]=1[O:15][C:16]1[C:17]([CH3:22])=[CH:18][CH:19]=[CH:20][CH:21]=1. Procedure details: Thionyl chloride (30 ml) and pyridine (1 drop) were added to a solution of 2-methoxy-3-(o-tolyloxy)benzyl alcohol (44.0 g) in benzene (150 ml). The mixture was refluxed under heating for 40 minutes and then evaporated. The residue was dissolved in diethyl ether, washed with aqueous sodium bicarbonate and water successively, dried over magnesium sulfate and then evaporated to give oily o-tolyl 2-methoxy-3-chloromethylphenyl ether (47.50 g). Product: CN1CCN(C2CCC(n3cc(-c4ccc(CNC(=O)c5ccccc5)cc4)c4c(N)ncnc43)CC2)CC1. Reactants: O=C(Cl)c1ccccc1, ClCCl, CN1CCN(C2CCC(n3cc(-c4ccc(CN)cc4)c4c(N)ncnc43)CC2)CC1, c1ccncc1. As a reaction SMILES: [C:32]([c:33]1[cH:34][cH:35][cH:36][cH:37][cH:38]1)(=[O:39])[Cl:40].[Cl:47][CH2:48][Cl:49].[NH2:1][CH2:2][c:3]1[cH:4][cH:5][c:6](-[c:9]2[cH:10][n:11]([CH:19]3[CH2:20][CH2:21][CH:22]([N:25]4[CH2:26][CH2:27][N:28]([CH3:31])[CH2:29][CH2:30]4)[CH2:23][CH2:24]3)[c:12]3[n:13][cH:14][n:15][c:16]([NH2:18])[c:17]23)[cH:7][cH:8]1.[cH:41]1[cH:42][cH:43][n:44][cH:45][cH:46]1>>[NH:1]([CH2:2][c:3]1[cH:4][cH:5][c:6](-[c:9]2[cH:10][n:11]([CH:19]3[CH2:20][CH2:21][CH:22]([N:25]4[CH2:26][CH2:27][N:28]([CH3:31])[CH2:29][CH2:30]4)[CH2:23][CH2:24]3)[c:12]3[n:13][cH:14][n:15][c:16]([NH2:18])[c:17]23)[cH:7][cH:8]1)[C:32]([c:33]1[cH:34][cH:35][cH:36][cH:37][cH:38]1)=[O:39]. Yields the product N1=CC(=CC=C1)CSC1=CC=C(N)C=C1 (4-[(3-pyridinylmethyl)sulfanyl]aniline). Reactants: [OH-].[Na+] (sodium hydroxide), Cl.ClCC=1C=NC=CC1 (3-(chloromethyl)pyridine hydrochloride), NC1=CC=C(C=C1)S (4-aminothiophenol). Run at time 2 hour. The solvent is CO (methanol). The yield is 75.8%. Procedure: 4-aminothiophenol (10 g) was dissolved in methanol (200 ml), aqueous solution of sodium hydroxide (15.7 g, 60 ml) was added to the mixture, 3-(chloromethyl)pyridine hydrochloride (14.4 g) was added to the mixture at 0° C., and the mixture was stirred for 2 hours at room temperature. The solvent was removed under reduced pressure, and the obtained residue was added to water, and extracted with ethyl acetate. The organic layer was washed with saturated brine, and dried over magnesium sulfate. The ... As a reaction SMILES: [NH2:1][C:2]1[CH:7]=[CH:6][C:5]([SH:8])=[CH:4][CH:3]=1.[OH-].[Na+].Cl.Cl[CH2:13][C:14]1[CH:15]=[N:16][CH:17]=[CH:18][CH:19]=1>CO>[N:16]1[CH:17]=[CH:18][CH:19]=[C:14]([CH2:13][S:8][C:5]2[CH:6]=[CH:7][C:2]([NH2:1])=[CH:3][CH:4]=2)[CH:15]=1 |f:1.2,3.4|. Reactants: CNC (Dimethylamine), ClC1=NC=NC2=C(C=CC=C12)O (4-chloro-8-quinazolinol). The solvent is ClCCl (dichloromethane). Yields the product CN(C1=NC=NC2=C(C=CC=C12)O)C (4-(Dimethylamino)-8-quinazolinol). As a reaction SMILES: [CH3:1][NH:2][CH3:3].Cl[C:5]1[C:14]2[C:9](=[C:10]([OH:15])[CH:11]=[CH:12][CH:13]=2)[N:8]=[CH:7][N:6]=1>ClCCl>[CH3:1][N:2]([CH3:3])[C:5]1[C:14]2[C:9](=[C:10]([OH:15])[CH:11]=[CH:12][CH:13]=2)[N:8]=[CH:7][N:6]=1. Procedure: Dimethylamine gas is bubbled slowly through a solution of 4-chloro-8-quinazolinol (0.7 g, 3.88 mmol) in dichloromethane, under a nitrogen atmosphere, at 3° C. for 20 minutes. The cooling bath is removed and dimethylamine gas is bubbled through the reaction mixture for an additional 30 minutes. The reaction mixture is then concentrated in vacuo to obtain a grey solid. The solid is washed with water and extracted with 10% sodium hydroxide solution. The combined extracts are acidified to pH 7.0 and... The reactants are O=C(n1ccnc1)n1ccnc1, Nc1nnn[nH]1, CN(C)C=O, O=C(O)c1csc(-c2ncccc2O)n1. The product is O=C(Nc1nnn[nH]1)c1csc(-c2ncccc2O)n1. As a reaction SMILES: [C:16]([n:17]1[cH:18][cH:19][n:20][cH:21]1)([n:22]1[cH:23][cH:24][n:25][cH:26]1)=[O:27].[NH2:28][c:29]1[n:30][n:31][n:32][nH:33]1.[O:34]=[CH:35][N:36]([CH3:37])[CH3:38].[OH:1][c:2]1[c:3](-[c:8]2[s:9][cH:10][c:11]([C:13](=[O:14])[OH:15])[n:12]2)[n:4][cH:5][cH:6][cH:7]1>>[OH:1][c:2]1[c:3](-[c:8]2[s:9][cH:10][c:11]([C:13](=[O:15])[NH:28][c:29]3[n:30][n:31][n:32][nH:33]3)[n:12]2)[n:4][cH:5][cH:6][cH:7]1.